This data is from the Open Reaction Database (ORD), a public repository of structured organic reaction records. The task is: describe an organic reaction: reactants, conditions, products, and yield The reactants are O1C(=CC2=C1C=CC=C2)C=2C=C1C(=CC(=NC1=CC2)C(F)(F)F)OC (6-(1-benzofuran-2-yl)-4-methoxy-2-(trifluoromethyl)quinoline), CC(=O)[O-].[K+] (KOAc), BrBr (Br2). Solvent: CC(=O)O (HOAc), CC(=O)O (HOAc), O (H2O). Conditions: time 10 minute. The product is BrC1=C(OC2=C1C=CC=C2)C=2C=C1C(=CC(=NC1=CC2)C(F)(F)F)OC (6-(3-Bromo-1-benzofuran-2-yl)-4-methoxy-2-(trifluoromethyl)quinoline). The yield is 65.6%. Reaction SMILES: [O:1]1[C:5]2[CH:6]=[CH:7][CH:8]=[CH:9][C:4]=2[CH:3]=[C:2]1[C:10]1[CH:11]=[C:12]2[C:17](=[CH:18][CH:19]=1)[N:16]=[C:15]([C:20]([F:23])([F:22])[F:21])[CH:14]=[C:13]2[O:24][CH3:25].CC([O-])=O.[K+].[Br:31]Br>CC(O)=O.O>[Br:31][C:3]1[C:4]2[CH:9]=[CH:8][CH:7]=[CH:6][C:5]=2[O:1][C:2]=1[C:10]1[CH:11]=[C:12]2[C:17](=[CH:18][CH:19]=1)[N:16]=[C:15]([C:20]([F:22])([F:21])[F:23])[CH:14]=[C:13]2[O:24][CH3:25] |f:1.2|. Procedure details: To a stirred solution of 6-(1-benzofuran-2-yl)-4-methoxy-2-(trifluoromethyl)quinoline (0.930 g, 2.71 mmol) in HOAc (30 mL) at 0° C. was added KOAc (0.319 g, 3.25 mmol). The reaction was stirred at this temperature for 10 minutes, and then a solution of Br2 (0.154 mL, 2.98 mmol) in HOAc (5 mL) was added dropwise to it over a period of ˜10 minutes. The reaction mixture was allowed to warm to room temperature and stirred for 2.5 hours. The reaction mixture was then diluted with H2O (10 mL). The sol... The reactants are Oc1ccc(C23CC4CC(CC(C4)C2)C3)cc1, CN(C)C=O, CN(C(=O)OC(C)(C)C)c1cc(Cl)ccc1[N+](=O)[O-], [H-], [Na+]. Product: CN(C(=O)OC(C)(C)C)c1cc(Oc2ccc(C34CC5CC(CC(C5)C3)C4)cc2)ccc1[N+](=O)[O-]. As a reaction SMILES: [C:1]12([c:11]3[cH:12][cH:13][c:14]([OH:17])[cH:15][cH:16]3)[CH2:2][CH:3]3[CH2:4][CH:5]([CH2:6][CH:7]([CH2:8]1)[CH2:9]3)[CH2:10]2.[CH3:39][N:40]([CH3:41])[CH:42]=[O:43].[Cl:18][c:19]1[cH:20][cH:21][c:22]([N+:34](=[O:35])[O-:36])[c:23]([N:25]([C:26]([O:27][C:28]([CH3:29])([CH3:30])[CH3:31])=[O:32])[CH3:33])[cH:24]1.[H-:37].[Na+:38]>>[C:1]12([c:11]3[cH:12][cH:13][c:14]([O:17][c:19]4[cH:20][cH:21][c:22]([N+:34](=[O:35])[O-:36])[c:23]([N:25]([C:26]([O:27][C:28]([CH3:29])([CH3:30])[CH3:31])=[O:32])[CH3:33])[cH:24]4)[cH:15][cH:16]3)[CH2:2][CH:3]3[CH2:4][CH:5]([CH2:6][CH:7]([CH2:8]1)[CH2:9]3)[CH2:10]2. Reactants: O (water), C(C1=CC=CC=C1)P(=O)(CC1=CC=CC=C1)N[C@@H](C)C(=O)N1[C@H](C(=O)N2[C@H](C(=O)O)CCC2)CCC1 (Dibenzylphosphoryl-L-alanyl-L-prolyl-L-proline), [OH-].[Ca+2].[OH-] (calcium hydroxide). Solvent: ClCCCl (1,2-dichloroethane). Reaction conditions: time 4 hour. The product is [Ca+2].C(C1=CC=CC=C1)P(=O)(CC1=CC=CC=C1)N[C@@H](C)C(=O)N1[C@H](C(=O)N2[C@H](C(=O)[O-])CCC2)CCC1.C(C1=CC=CC=C1)P(=O)(CC1=CC=CC=C1)N[C@@H](C)C(=O)N1[C@H](C(=O)N2[C@H](C(=O)[O-])CCC2)CCC1 (dibenzylphosphoryl-L-alanyl-L-prolyl-L-proline calcium salt). Yield: 77.5%. RXN SMILES: [CH2:1]([P:8]([NH:17][C@H:18]([C:20]([N:22]1[CH2:36][CH2:35][CH2:34][C@H:23]1[C:24]([N:26]1[CH2:33][CH2:32][CH2:31][C@H:27]1[C:28]([OH:30])=[O:29])=[O:25])=[O:21])[CH3:19])([CH2:10][C:11]1[CH:16]=[CH:15][CH:14]=[CH:13][CH:12]=1)=[O:9])[C:2]1[CH:7]=[CH:6][CH:5]=[CH:4][CH:3]=1.O.[OH-].[Ca+2:39].[OH-]>ClCCCl>[Ca+2:39].[CH2:1]([P:8]([NH:17][C@H:18]([C:20]([N:22]1[CH2:36][CH2:35][CH2:34][C@H:23]1[C:24]([N:26]1[CH2:33][CH2:32][CH2:31][C@H:27]1[C:28]([O-:30])=[O:29])=[O:25])=[O:21])[CH3:19])([CH2:10][C:11]1[CH:12]=[CH:13][CH:14]=[CH:15][CH:16]=1)=[O:9])[C:2]1[CH:7]=[CH:6][CH:5]=[CH:4][CH:3]=1.[CH2:1]([P:8]([NH:17][C@H:18]([C:20]([N:22]1[CH2:36][CH2:35][CH2:34][C@H:23]1[C:24]([N:26]1[CH2:33][CH2:32][CH2:31][C@H:27]1[C:28]([O-:30])=[O:29])=[O:25])=[O:21])[CH3:19])([CH2:10][C:11]1[CH:12]=[CH:13][CH:14]=[CH:15][CH:16]=1)=[O:9])[C:2]1[CH:7]=[CH:6][CH:5]=[CH:4][CH:3]=1 |f:2.3.4,6.7.8|. Procedure details: Dibenzylphosphoryl-L-alanyl-L-prolyl-L-proline (0.5 g, 0.9 mmol) was dissolved in 1,2-dichloroethane (15 ml) which had been previously saturated with water, and calcium hydroxide (34 mg, 0.465 mmole) was added thereto. The mixture was stirred for 4 hours at room temperature. Insoluble matter was removed by filtration and from the thus obtained filtrate the solvent was distilled off under reduced pressure. The residue was dissolved in ethyl acetate and n-hexane was added thereto while stirring to... Yields the product CC(C(C)O)CCC1C(C(CC1)C)(C)C (3-methyl-5-(2,2,3-trimethylcyclopentan-1-yl)pentan-2-ol). Reported procedure: A mixture of 105 g (0.5 mole) of 3-methyl-5-(2,2,3-trimethylcyclopent-3-en-1-yl)pentan-2-ol, 5.3 g of 5% palladium on carbon and 100 ml of ethanol was hydrogenated at 30°-45° C and 35-50 psi until the hydrogen uptake ceased. The mixture was filtered to remove the catalyst and the solvent was removed from the filtrate by distillation. The residual oil was fractionally distilled to yield 3-methyl-5-(2,2,3-trimethylcyclopentan-1-yl)pentan-2-ol: 93.2 g (97.3% yield); bp 105°-107° C (1.3 mm); mol wt ... As a reaction SMILES: [CH3:1][CH:2]([CH2:6][CH2:7][CH:8]1[CH2:12][CH:11]=[C:10]([CH3:13])[C:9]1([CH3:15])[CH3:14])[CH:3]([OH:5])[CH3:4].[H][H]>[Pd].C(O)C>[CH3:1][CH:2]([CH2:6][CH2:7][CH:8]1[CH2:12][CH2:11][CH:10]([CH3:13])[C:9]1([CH3:15])[CH3:14])[CH:3]([OH:5])[CH3:4]. Reactants: CC(C(C)O)CCC1C(C(=CC1)C)(C)C (3-methyl-5-(2,2,3-trimethylcyclopent-3-en-1-yl)pentan-2-ol), [H][H] (hydrogen). The reagents and catalysts are [Pd] (palladium on carbon). Yield: 97.3%. Solvent: C(C)O (ethanol). Starting materials: CN1C(=NC2=C1C=CC(=C2)S(=O)(=O)N2CC1=CC=CC=C1C2)CNC2=CC=C(C=C2)C#N (1-methyl-2-[N-(4-cyanophenyl)aminomethyl]-5-(isoindolin-2-yl-sulfonyl)benzimidazole), Cl (hydrochloric acid), C(C)O (ethanol), C([O-])([O-])=O.[NH4+].[NH4+] (ammonium carbonate), C24H24N6O2S. Solvent: ClCCl.CO (dichloromethane methanol). The product is Cl.CN1C(=NC2=C1C=CC(=C2)S(=O)(=O)N2CC1=CC=CC=C1C2)CNC2=CC=C(C=C2)C(N)=N (1-Methyl-2-[N-(4-amidinophenyl)aminomethyl]-5-(isoindolin-2-yl-sulfonyl)benzimidazole hydrochloride). The yield is 33.0%. As a reaction SMILES: [CH3:1][N:2]1[C:6]2[CH:7]=[CH:8][C:9]([S:11]([N:14]3[CH2:22][C:21]4[C:16](=[CH:17][CH:18]=[CH:19][CH:20]=4)[CH2:15]3)(=[O:13])=[O:12])=[CH:10][C:5]=2[N:4]=[C:3]1[CH2:23][NH:24][C:25]1[CH:30]=[CH:29][C:28]([C:31]#[N:32])=[CH:27][CH:26]=1.[ClH:33].C(O)C.C(=O)([O-])[O-].[NH4+:41].[NH4+]>ClCCl.CO>[ClH:33].[CH3:1][N:2]1[C:6]2[CH:7]=[CH:8][C:9]([S:11]([N:14]3[CH2:22][C:21]4[C:16](=[CH:17][CH:18]=[CH:19][CH:20]=4)[CH2:15]3)(=[O:12])=[O:13])=[CH:10][C:5]=2[N:4]=[C:3]1[CH2:23][NH:24][C:25]1[CH:26]=[CH:27][C:28]([C:31](=[NH:41])[NH2:32])=[CH:29][CH:30]=1 |f:3.4.5,6.7,8.9|. Procedure details: Prepared analogously to Example 25d from 1-methyl-2-[N-(4-cyanophenyl)aminomethyl]-5-(isoindolin-2-yl-sulfonyl)benzimidazole and ethanolic hydrochloric acid, ethanol, and ammonium carbonate. Yield: 33% of theory, C24H24N6O2S (460.6); Rf value: 0.32 (silica gel; dichloromethane/methanol=4:1); EKA mass spectrum: (M+H)+=461. Reactants: CCOC(C)=O, CCO, O=C[O-], [NH4+], O, CC(C)(C)OC(=O)C=Cc1ccccn1. Yields the product CC(C)(C)OC(=O)CCc1ccccn1. As a reaction SMILES: [CH3:20][CH2:21][O:22][C:23](=[O:24])[CH3:25].[CH3:26][CH2:27][OH:28].[CH:16]([O-:17])=[O:18].[NH4+:19].[OH2:29].[n:1]1[c:2]([CH:7]=[CH:8][C:9](=[O:10])[O:11][C:12]([CH3:13])([CH3:14])[CH3:15])[cH:3][cH:4][cH:5][cH:6]1>>[n:1]1[c:2]([CH2:7][CH2:8][C:9](=[O:10])[O:11][C:12]([CH3:13])([CH3:14])[CH3:15])[cH:3][cH:4][cH:5][cH:6]1. Starting materials: O=C1NN=C2C=3C(=CC=CC13)NC(C2C2=CC=CC=C2)C2=CC=C(C=O)C=C2 (4-(3-Oxo-9-phenyl-3,7,8,9-tetrahydro-2H-pyrido[4,3,2-de]phthalazin-8-yl)benzaldehyde), CNC (dimethylamine), [BH4-].[Na+] (sodium borohydride). Reaction conditions: time 2 hour. Yields the product CN(C)CC1=CC=C(C=C1)C1C(C2=NNC(C=3C=CC=C(C23)N1)=O)C1=CC=CC=C1 (8-(4-((dimethylamino)methyl)phenyl)-9-phenyl-8,9-dihydro-2H-pyrido[4,3,2-de]phthalazin-3(7H)-one). The yield is 32.0%. RXN SMILES: [O:1]=[C:2]1[C:11]2[CH:10]=[CH:9][CH:8]=[C:7]3[NH:12][CH:13]([C:21]4[CH:28]=[CH:27][C:24]([CH:25]=O)=[CH:23][CH:22]=4)[CH:14]([C:15]4[CH:20]=[CH:19][CH:18]=[CH:17][CH:16]=4)[C:5]([C:6]=23)=[N:4][NH:3]1.[CH3:29][NH:30][CH3:31].[BH4-].[Na+]>>[CH3:29][N:30]([CH2:25][C:24]1[CH:27]=[CH:28][C:21]([CH:13]2[NH:12][C:7]3[C:6]4[C:5](=[N:4][NH:3][C:2](=[O:1])[C:11]=4[CH:10]=[CH:9][CH:8]=3)[CH:14]2[C:15]2[CH:20]=[CH:19][CH:18]=[CH:17][CH:16]=2)=[CH:22][CH:23]=1)[CH3:31] |f:2.3|. Reported procedure: 4-(3-Oxo-9-phenyl-3,7,8,9-tetrahydro-2H-pyrido[4,3,2-de]phthalazin-8-yl)benzaldehyde (59 mg, 0.16 mmol) and dimethylamine (5 mL) were added and the mixture was stirred at room temperature for 2 h. Then 20 mg of sodium borohydride was added and stirred for another 2 h. The resulting mixture was evaporated under reduced pressure and purified by prep-HPLC to give 8-(4-((dimethylamino)methyl)phenyl)-9-phenyl-8,9-dihydro-2H-pyrido[4,3,2-de]phthalazin-3(7H)-one (20 mg, yield 32%). 1H-NMR (400 MHz, DMS... Starting materials: C(=O)(OC(C)(C)C)N[C@H]([C@H](C[C@H](C(=O)O)CC1=CC=C(C=C1)OCC1=CC=CC=C1)O)CC1=CC=C(C=C1)OCC1=CC=CC=C1 (5(S)-(Boc-amino)-4(S)-hydroxy-6-(p-benzyloxyphenyl)-2(R)-(p-benzyloxyphenylmethyl)-hexanoic acid), C(C)(C)(C)[Si](Cl)(C)C (tert-butyldimethylchlorosilane), N1C=NC=C1 (imidazole), silyl ester, C([O-])([O-])=O.[K+].[K+] (potassium carbonate), crude product. Run in CN(C)C=O (DMF), CO.C1CCOC1.O (methanol THF water), CCCCCC.C(C)(=O)OCC (hexane ethyl acetate). Yields the product C(=O)(OC(C)(C)C)N[C@H]([C@H](C[C@H](C(=O)O)CC1=CC=C(C=C1)OCC1=CC=CC=C1)O[Si](C)(C)C(C)(C)C)CC1=CC=C(C=C1)OCC1=CC=CC=C1 (5(S)-(Boc-amino)-4(S)-(tert-butyldimethylsilyloxy)-6-(p-benzyloxyphenyl)-2(R)-(p-benzyloxyphenylmethyl)-hexanoic acid). RXN SMILES: [C:1]([NH:8][C@@H:9]([CH2:32][C:33]1[CH:38]=[CH:37][C:36]([O:39][CH2:40][C:41]2[CH:46]=[CH:45][CH:44]=[CH:43][CH:42]=2)=[CH:35][CH:34]=1)[C@@H:10]([OH:31])[CH2:11][C@@H:12]([CH2:16][C:17]1[CH:22]=[CH:21][C:20]([O:23][CH2:24][C:25]2[CH:30]=[CH:29][CH:28]=[CH:27][CH:26]=2)=[CH:19][CH:18]=1)[C:13]([OH:15])=[O:14])([O:3][C:4]([CH3:7])([CH3:6])[CH3:5])=[O:2].[C:47]([Si:51]([CH3:54])([CH3:53])Cl)([CH3:50])([CH3:49])[CH3:48].N1C=CN=C1.C(=O)([O-])[O-].[K+].[K+]>CN(C=O)C.CO.C1COCC1.O.CCCCCC.C(OCC)(=O)C>[C:1]([NH:8][C@@H:9]([CH2:32][C:33]1[CH:34]=[CH:35][C:36]([O:39][CH2:40][C:41]2[CH:46]=[CH:45][CH:44]=[CH:43][CH:42]=2)=[CH:37][CH:38]=1)[C@@H:10]([O:31][Si:51]([C:47]([CH3:50])([CH3:49])[CH3:48])([CH3:54])[CH3:53])[CH2:11][C@@H:12]([CH2:16][C:17]1[CH:22]=[CH:21][C:20]([O:23][CH2:24][C:25]2[CH:26]=[CH:27][CH:28]=[CH:29][CH:30]=2)=[CH:19][CH:18]=1)[C:13]([OH:15])=[O:14])([O:3][C:4]([CH3:6])([CH3:7])[CH3:5])=[O:2] |f:3.4.5,7.8.9,10.11|. Reported procedure: Analogously to Example 1j), 2.44 g (3.90 mmol) of 5(S)-(Boc-amino)-4(S)-hydroxy-6-(p-benzyloxyphenyl)-2(R)-(p-benzyloxyphenylmethyl)-hexanoic acid in 14 ml of DMF are silylated with 2.70 g (17.6 mmol) of tert-butyldimethylchlorosilane and 2.18 g (32 mmol) of imidazole. Hydrolysis of the silyl ester function with 3.2 g of potassium carbonate in 90 ml of methanol/THF/water 3:1:1 and column chromatography (SiO2, hexane/ethyl acetate 2:1→1:1) of the crude product yields the title compound: TLC Rf (A... The reactants are N1[C@H](C(=O)O)CCC1 (L-proline), N1=CC=CC=C1 (pyridine), O(C1=CC=CC=C1)CC(=O)Cl (phenoxyacetyl chloride). Run in O (water). Yields the product O(C1=CC=CC=C1)CC(=O)N1[C@H](C(=O)O)CCC1 (phenoxyacetyl-L-proline). RXN SMILES: [NH:1]1[CH2:8][CH2:7][CH2:6][C@H:2]1[C:3]([OH:5])=[O:4].N1C=CC=CC=1.[O:15]([CH2:22][C:23](Cl)=[O:24])[C:16]1[CH:21]=[CH:20][CH:19]=[CH:18][CH:17]=1>O>[O:15]([CH2:22][C:23]([N:1]1[CH2:8][CH2:7][CH2:6][C@H:2]1[C:3]([OH:5])=[O:4])=[O:24])[C:16]1[CH:21]=[CH:20][CH:19]=[CH:18][CH:17]=1. Reported procedure: 2.53 grams (g) of L-proline and 20 milliliters (ml) of anhydrous pyridine are mixed in a flask cooled by an ice bath, and 3.42 g of phenoxyacetyl chloride is added dropwise over about a 20-minute period. The mixture is warmed by water bath to room temperature, and the solvent evaporated under reduced pressure (in vacuo), leaving a viscuous syrup. The syrup is dissolved in 15 ml water and the water is evaporated in vacuo. The residue is dissolved in 20 ml water, and the resulting solution is filt...